describe an organic reaction: reactants, conditions, products, and yield From a dataset of the Open Reaction Database (ORD), a public repository of structured organic reaction records. The reactants are COC=1C=C(C=CC1OCC=1N=C(OC1C)C1=CC=CC=C1)CCCCCCC=O (7-[3-methoxy-4-(5-methyl-2-phenyl-4-oxazolylmethoxy)phenyl]heptanal), C(CO)O (ethylene glycol), O.C1(=CC=C(C=C1)S(=O)(=O)O)C (p-toluenesulfonic acid monohydrate). The solvent is C1(=CC=CC=C1)C (toluene). Run at time 4 hour. Yields the product COC=1C=C(C=CC1OCC=1N=C(OC1C)C1=CC=CC=C1)CCCCCCC1OCCO1 (2-[6-[3-methoxy-4-(5-methyl-2-phenyl-4-oxazolylmethoxy)phenyl]hexyl]-1,3-dioxolan). The yield is 92.6%. RXN SMILES: [CH3:1][O:2][C:3]1[CH:4]=[C:5]([CH2:23][CH2:24][CH2:25][CH2:26][CH2:27][CH2:28][CH:29]=[O:30])[CH:6]=[CH:7][C:8]=1[O:9][CH2:10][C:11]1[N:12]=[C:13]([C:17]2[CH:22]=[CH:21][CH:20]=[CH:19][CH:18]=2)[O:14][C:15]=1[CH3:16].[CH2:31](O)[CH2:32][OH:33].O.C1(C)C=CC(S(O)(=O)=O)=CC=1>C1(C)C=CC=CC=1>[CH3:1][O:2][C:3]1[CH:4]=[C:5]([CH2:23][CH2:24][CH2:25][CH2:26][CH2:27][CH2:28][CH:29]2[O:33][CH2:32][CH2:31][O:30]2)[CH:6]=[CH:7][C:8]=1[O:9][CH2:10][C:11]1[N:12]=[C:13]([C:17]2[CH:22]=[CH:21][CH:20]=[CH:19][CH:18]=2)[O:14][C:15]=1[CH3:16] |f:2.3|. Procedure details: A mixture of 7-[3-methoxy-4-(5-methyl-2-phenyl-4-oxazolylmethoxy)phenyl]heptanal (3.8 g), ethylene glycol (1 g), p-toluenesulfonic acid monohydrate and toluene (50 ml) was stirred for 4 hours under reflux. The reaction mixture was cooled, which was then washed with water and dried (MgSO4), followed by distilling off the solvent under reduced pressure. The residue was subjected to column chromatography on silica gel. From the fraction eluted with ethyl acetate-hexane (1:3), was obtained 2-[6-[3-m... The reactants are COC(=O)C(C)NC(=O)c1ccc(COc2cccnc2)cc1-c1ccccc1, CO, CCOC(C)=O, Cl, [Na+], [OH-], O. Yields the product CC(NC(=O)c1ccc(COc2cccnc2)cc1-c1ccccc1)C(=O)O. As a reaction SMILES: [CH3:1][O:2][C:3]([CH:4]([NH:5][C:6]([c:7]1[c:8](-[c:21]2[cH:22][cH:23][cH:24][cH:25][cH:26]2)[cH:9][c:10]([CH2:13][O:14][c:15]2[cH:16][n:17][cH:18][cH:19][cH:20]2)[cH:11][cH:12]1)=[O:27])[CH3:28])=[O:29].[CH3:32][OH:33].[CH3:35][CH2:36][O:37][C:38](=[O:39])[CH3:40].[ClH:34].[Na+:31].[OH-:30].[OH2:41]>>[O:2]=[C:3]([CH:4]([NH:5][C:6]([c:7]1[c:8](-[c:21]2[cH:22][cH:23][cH:24][cH:25][cH:26]2)[cH:9][c:10]([CH2:13][O:14][c:15]2[cH:16][n:17][cH:18][cH:19][cH:20]2)[cH:11][cH:12]1)=[O:27])[CH3:28])[OH:29]. Isolated yield 27.0%. Yields the product N1CCC2(CC1)OC1=C(C(N2)=O)C=C2C=CC=CC2=C1 (spiro[2H-naphtho[2,3-e]-1,3-oxazin-2,4′-piperidin]-4-(3H)-one), 1′-[4,8-dimethoxyquinoline-2-yl)carbonyl. Procedure details: A mixture of 26 mg (0.083 mmol) of N-[4,8-dimethoxyquinoline-2-yl)carbonyl]-4-piperidone (prepared as described in Example 44), 15.5 mg (0.083 mmol) of 3-hydroxy-2-naphthalenecarboxamide, and 0.020 mL of morpholine in a mixture of 0.2 mL of toluene and 0.6 mL of methanol is refluxed for 20 hr. The reaction mixture is diluted with ethyl acetate, and washed with water, brine, and dried over Na2SO4. After solvent removal by rotoevaporation, the crude product is purified by preparative TLC to give 1... Reaction SMILES: [NH:1]1[CH2:6][CH2:5][C:4](=[O:7])[CH2:3][CH2:2]1.O[C:9]1[C:10]([C:19]([NH2:21])=[O:20])=[CH:11][C:12]2[C:17]([CH:18]=1)=[CH:16][CH:15]=[CH:14][CH:13]=2.N1CCOCC1>C1(C)C=CC=CC=1.CO.C(OCC)(=O)C>[NH:1]1[CH2:6][CH2:5][C:4]2([NH:21][C:19](=[O:20])[C:10]3[CH:11]=[C:12]4[C:17](=[CH:18][C:9]=3[O:7]2)[CH:16]=[CH:15][CH:14]=[CH:13]4)[CH2:3][CH2:2]1. Starting materials: N1CCC(CC1)=O (4-piperidone), OC=1C(=CC2=CC=CC=C2C1)C(=O)N (3-hydroxy-2-naphthalenecarboxamide), N1CCOCC1 (morpholine). Run in C1(=CC=CC=C1)C (toluene), CO (methanol), C(C)(=O)OCC (ethyl acetate). Reactants: CC(C)(C)OC(=O)NCCC(=O)O, CCN=C=NCCCN(C)C, CN(C)c1ccncc1, ClCCl, Cl, N#Cc1c(SCc2csc(-c3ccc(Cl)cc3)n2)nc(N2CCC2)c(C#N)c1-c1ccc(OCCO)cc1, CN(C)C=O. The product is CC(C)(C)OC(=O)NCCC(=O)OCCOc1ccc(-c2c(C#N)c(SCc3csc(-c4ccc(Cl)cc4)n3)nc(N3CCC3)c2C#N)cc1. RXN SMILES: [C:1]([CH3:2])([CH3:3])([CH3:4])[O:5][C:6](=[O:7])[NH:8][CH2:9][CH2:10][C:11](=[O:12])[OH:13].[CH3:15][N:16]([CH3:17])[CH2:18][CH2:19][CH2:20][N:21]=[C:22]=[N:23][CH2:24][CH3:25].[CH3:72][N:73]([CH3:74])[c:75]1[cH:76][cH:77][n:78][cH:79][cH:80]1.[Cl:69][CH2:70][Cl:71].[ClH:14].[N:26]1([c:30]2[n:31][c:32]([S:50][CH2:51][c:52]3[n:53][c:54](-[c:57]4[cH:58][cH:59][c:60]([Cl:63])[cH:61][cH:62]4)[s:55][cH:56]3)[c:33]([C:48]#[N:49])[c:34](-[c:38]3[cH:39][cH:40][c:41]([O:44][CH2:45][CH2:46][OH:47])[cH:42][cH:43]3)[c:35]2[C:36]#[N:37])[CH2:27][CH2:28][CH2:29]1.[O:64]=[CH:65][N:66]([CH3:67])[CH3:68]>>[C:1]([CH3:2])([CH3:3])([CH3:4])[O:5][C:6](=[O:7])[NH:8][CH2:9][CH2:10][C:11](=[O:12])[O:13][CH2:46][CH2:45][O:44][c:41]1[cH:40][cH:39][c:38](-[c:34]2[c:33]([C:48]#[N:49])[c:32]([S:50][CH2:51][c:52]3[n:53][c:54](-[c:57]4[cH:58][cH:59][c:60]([Cl:63])[cH:61][cH:62]4)[s:55][cH:56]3)[n:31][c:30]([N:26]3[CH2:27][CH2:28][CH2:29]3)[c:35]2[C:36]#[N:37])[cH:43][cH:42]1.